Dataset: the Open Reaction Database (ORD), a public repository of structured organic reaction records. Task: describe an organic reaction: reactants, conditions, products, and yield Starting materials: BrCC=1C=CC2=C(C=C(O2)C2=C(C=CC=C2)C#N)C1 (5-(bromomethyl)-2-(2-cyanophenyl)benzofuran), solution, CN (methylamine), aqueous solution, CN (methylamine). Solvent: C1CCOC1 (THF). Product: C(#N)C1=C(C=CC=C1)C=1OC2=C(C1)C=C(C=C2)CNC (N-((2-(2-Cyanophenyl)benzofuran-5-yl)methyl)-N-methyl amine). Reaction SMILES: Br[CH2:2][C:3]1[CH:4]=[CH:5][C:6]2[O:10][C:9]([C:11]3[CH:16]=[CH:15][CH:14]=[CH:13][C:12]=3[C:17]#[N:18])=[CH:8][C:7]=2[CH:19]=1.[CH3:20][NH2:21]>C1COCC1>[C:17]([C:12]1[CH:13]=[CH:14][CH:15]=[CH:16][C:11]=1[C:9]1[O:10][C:6]2[CH:5]=[CH:4][C:3]([CH2:2][NH:21][CH3:20])=[CH:19][C:7]=2[CH:8]=1)#[N:18]. Procedure details: 5.3 g (17.0 mmol) 5-(bromomethyl)-2-(2-cyanophenyl)benzofuran (prepared according to EP 434 249) were dissolved in 100 ml THF, and 25 ml of a 40% aqueous solution of methylamine were added via a dropping funnel. The mixture was stirred at room temperature over night. 2×15 ml of the solution of methylamine were added, and the mixture was stirred for additional 5 h in each case. The work-up and the isolation of the title compound was carried out as described in Step A of the preceding example to g... Starting materials: C(=O)(OC(C)(C)C)N1[C@H](C=O)CCC1 (Boc-Prolinal), S1C=NC2=C1C=CC=C2 (benzothiazole), [Li]CCCC (n-BuLi). Yields the product S1C(=NC2=C1C=CC=C2)C([C@H]2N(CCC2)C(=O)OC(C)(C)C)O (2-[(Benzothiazol-2-yl)hydroxymethyl]-1-N-(tert-butoxycarbonyl)-(2S)-pyrrolidine). RXN SMILES: [C:1]([N:8]1[CH2:14][CH2:13][CH2:12][C@H:9]1[CH:10]=[O:11])([O:3][C:4]([CH3:7])([CH3:6])[CH3:5])=[O:2].[S:15]1[C:19]2[CH:20]=[CH:21][CH:22]=[CH:23][C:18]=2[N:17]=[CH:16]1.[Li]CCCC>>[S:15]1[C:19]2[CH:20]=[CH:21][CH:22]=[CH:23][C:18]=2[N:17]=[C:16]1[CH:10]([OH:11])[C@@H:9]1[CH2:12][CH2:13][CH2:14][N:8]1[C:1]([O:3][C:4]([CH3:7])([CH3:6])[CH3:5])=[O:2]. Procedure: 31 (1.0 g, 5.02 mmol), benzothiazole (0.6 ml, 5.52 mmol), n-BuLi (1.6M) (3.45 ml 5.52 mmol). The reactants are BrCC1=C(C(=O)OC)C=CN=C1Cl (methyl 3-(bromomethyl)-2-chloroisonicotinate), Cl.FC(COC1=C(C=C(C=C1)C(C)N)OC)F (1-(4-(2,2-difluoroethoxy)-3-methoxyphenyl)ethanamine hydrochloride). The product is ClC1=NC=CC2=C1CN(C2=O)C(C)C2=CC(=C(C=C2)OCC(F)F)OC (4-chloro-2-(1-(4-(2,2-difluoroethoxy)-3-methoxyphenyl)ethyl)-2,3-dihydro-1H-pyrrolo[3,4-c]pyridin-1-one). Isolated yield 71.0%. RXN SMILES: Br[CH2:2][C:3]1[C:12]([Cl:13])=[N:11][CH:10]=[CH:9][C:4]=1[C:5]([O:7]C)=O.Cl.[F:15][CH:16]([F:30])[CH2:17][O:18][C:19]1[CH:24]=[CH:23][C:22]([CH:25]([NH2:27])[CH3:26])=[CH:21][C:20]=1[O:28][CH3:29]>>[Cl:13][C:12]1[C:3]2[CH2:2][N:27]([CH:25]([C:22]3[CH:23]=[CH:24][C:19]([O:18][CH2:17][CH:16]([F:30])[F:15])=[C:20]([O:28][CH3:29])[CH:21]=3)[CH3:26])[C:5](=[O:7])[C:4]=2[CH:9]=[CH:10][N:11]=1 |f:1.2|. Procedure: The title compound is prepared in 71% yield (154 mg, colorless amorphous solid) from methyl 3-(bromomethyl)-2-chloroisonicotinate (150 mg, 0.57 mmol) and 1-(4-(2,2-difluoroethoxy)-3-methoxyphenyl)ethanamine hydrochloride (152 mg, 0.57 mmol, Amine-31, single enantiomer) in a similar manner to Intermediate-2. Reaction conditions: time 1 hour. Solvent: CN(C=O)C (dimethylformamide), C1=CC=CC=C1 (benzene). Procedure details: 2-Ethyl-3-phenyl-6,7-dichloro-5-methoxy-1-indanone (10.05 g., 0.03 mole) and methyl iodide (12.5 ml., 0.2 mole) dissolved in dimethylformamide (100 ml.)-benzene (100 ml.) at 0° C. under nitrogen are treated portionwise with sodium methoxide (3.54 g., 0.033 mole) over a 30 minute period. The reaction mixture is stirred in an ice-water bath for one hour, then poured into water (500 ml.), extracted with benzene, the organic layer separated, dried over anhydrous magnesium sulfate, filtered and conce... As a reaction SMILES: [CH2:1]([CH:3]1[CH:11]([C:12]2[CH:17]=[CH:16][CH:15]=[CH:14][CH:13]=2)[C:10]2[C:5](=[C:6]([Cl:21])[C:7]([Cl:20])=[C:8]([O:18][CH3:19])[CH:9]=2)[C:4]1=[O:22])[CH3:2].[CH3:23]I.C[O-].[Na+].O>CN(C)C=O.C1C=CC=CC=1>[CH2:1]([C:3]1([CH3:23])[CH:11]([C:12]2[CH:17]=[CH:16][CH:15]=[CH:14][CH:13]=2)[C:10]2[C:5](=[C:6]([Cl:21])[C:7]([Cl:20])=[C:8]([O:18][CH3:19])[CH:9]=2)[C:4]1=[O:22])[CH3:2] |f:2.3|. Starting materials: C(C)C1C(C2=C(C(=C(C=C2C1C1=CC=CC=C1)OC)Cl)Cl)=O (2-Ethyl-3-phenyl-6,7-dichloro-5-methoxy-1-indanone), CI (methyl iodide), O (water), C[O-].[Na+] (sodium methoxide). Product: C(C)C1(C(C2=C(C(=C(C=C2C1C1=CC=CC=C1)OC)Cl)Cl)=O)C (2-Ethyl-2-methyl-3-phenyl-6,7-dichloro-5-methoxy-1-indanone). Reactants: CSC1=C(C(=O)OC)C=C(C=C1)N1N=NN=C1 (methyl 2-methylthio-5-(1H-tetrazol-1-yl)benzoate), Cl (hydrochloric acid), aqueous solution, [OH-].[Na+] (sodium hydroxide). The solvent is CO (methanol). Conditions: time 2 hour. Product: CSC1=C(C(=O)O)C=C(C=C1)N1N=NN=C1 (2-Methylthio-5-(1H-tetrazol-1-yl)benzoic Acid). As a reaction SMILES: [CH3:1][S:2][C:3]1[CH:12]=[CH:11][C:10]([N:13]2[CH:17]=[N:16][N:15]=[N:14]2)=[CH:9][C:4]=1[C:5]([O:7]C)=[O:6].[OH-].[Na+].Cl>CO>[CH3:1][S:2][C:3]1[CH:12]=[CH:11][C:10]([N:13]2[CH:17]=[N:16][N:15]=[N:14]2)=[CH:9][C:4]=1[C:5]([OH:7])=[O:6] |f:1.2|. Procedure details: Combine methyl 2-methylthio-5-(1H-tetrazol-1-yl)benzoate (0.5 g, 2.0 mmol) and a 1 M aqueous solution of sodium hydroxide (20 mL, 20 mmol) in methanol (20 mL). After 2 hours, adjust the pH to about 2 using a 1 M aqueous hydrochloric acid solution and extract with ethyl acetate. Dry the organic layer over MgSO4, filter, and concentrate in vacuo to give the title compound: Rf=0.70 (silica gel, 10% methanol/85% chloroform/5% acetic acid).